This data is from the Open Reaction Database (ORD), a public repository of structured organic reaction records. The task is: describe an organic reaction: reactants, conditions, products, and yield As a reaction SMILES: [OH:1][C:2]1[C:11](=[O:12])[C:10]2[C:5](=[CH:6][CH:7]=[C:8]([CH2:13][CH2:14][CH2:15][CH2:16][CH2:17][CH2:18][CH2:19][CH2:20][CH2:21][CH3:22])[CH:9]=2)[O:4][C:3]=1[C:23]1[CH:28]=[C:27]([O:29]C)[C:26]([O:31]CC2C=CC=CC=2)=[C:25]([O:39]C)[CH:24]=1.B(Br)(Br)Br.CO.O>ClCCl>[CH2:13]([C:8]1[CH:9]=[C:10]2[C:5](=[CH:6][CH:7]=1)[O:4][C:3]([C:23]1[CH:28]=[C:27]([OH:29])[C:26]([OH:31])=[C:25]([OH:39])[CH:24]=1)=[C:2]([OH:1])[C:11]2=[O:12])[CH2:14][CH2:15][CH2:16][CH2:17][CH2:18][CH2:19][CH2:20][CH2:21][CH3:22]. Yield: 106.5%. The reactants are OC1=C(OC2=CC=C(C=C2C1=O)CCCCCCCCCC)C1=CC(=C(C(=C1)OC)OCC1=CC=CC=C1)OC (3-hydroxy-6-decyl-2-(4-benzyloxy-3,5-dimethoxy-phenyl)-chromen-4-one), B(Br)(Br)Br (boron tribromide), O (Water), CO (Methanol). Reaction conditions: time 15 hour. Procedure: To a stirring solution of 3-hydroxy-6-decyl-2-(4-benzyloxy-3,5-dimethoxy-phenyl)-chromen-4-one (0.369 g, 0.7 mmol) in dichloromethane (20 ml) under Ar at 0° C. was added boron tribromide in dichloromethane (1.0M, 3.4 ml, 3.4 mmol, 5 equ). The mixture was warmed to room temperature and then stirred for 15 hours. Methanol (10 ml) was then added. The reaction was heated to reflux for 1 hour, then concentrated in vacuo to give a brown solid. Water (25 ml) was added and then extracted into ethyl acet... Yields the product C(CCCCCCCCC)C=1C=C2C(C(=C(OC2=CC1)C1=CC(=C(C(=C1)O)O)O)O)=O (6-Decyl-3-hydroxy-2-(3,4,5-trihydroxy-phenyl)-chromen-4-one). Run in ClCCl (dichloromethane), ClCCl (dichloromethane). Starting materials: CCOC(C)=O, O=C(CCl)c1cccs1, CN(c1ccc(F)cc1)C(C(=O)OC1CN2CCC1CC2)c1ccccc1. Product: [Cl-], CN(c1ccc(F)cc1)C(C(=O)OC1C[N+]2(CC(=O)c3cccs3)CCC1CC2)c1ccccc1. Reaction SMILES: [CH3:37][CH2:38][O:39][C:40](=[O:41])[CH3:42].[Cl:28][CH2:29][C:30](=[O:31])[c:32]1[s:33][cH:34][cH:35][cH:36]1.[N:1]12[CH2:2][CH:3]([O:9][C:10]([CH:11]([c:12]3[cH:13][cH:14][cH:15][cH:16][cH:17]3)[N:18]([CH3:19])[c:20]3[cH:21][cH:22][c:23]([F:26])[cH:24][cH:25]3)=[O:27])[CH:4]([CH2:5][CH2:6]1)[CH2:7][CH2:8]2>>[Cl-:28].[N+:1]12([CH2:29][C:30](=[O:31])[c:32]3[s:33][cH:34][cH:35][cH:36]3)[CH2:2][CH:3]([O:9][C:10]([CH:11]([c:12]3[cH:13][cH:14][cH:15][cH:16][cH:17]3)[N:18]([CH3:19])[c:20]3[cH:21][cH:22][c:23]([F:26])[cH:24][cH:25]3)=[O:27])[CH:4]([CH2:5][CH2:6]1)[CH2:7][CH2:8]2. Reactants: C(C1=CC=CC=C1)N1C(N([C@H]2[C@@H]1CSC2(CCCCC21OC3OC(CC(C2)O3)C1)O)CC1=CC=CC=C1)=O (cis-1,3-dibenzyl-4-hydroxy-4-(4-(2,4,10-trioxaadamantyl)-butyl)-hexahydro-1H-thieno[3,4-d]imidazol-2-one), C1(=CC=C(C=C1)S(=O)(=O)O)C (p-toluenesulphonic acid). Run in C1(=CC=CC=C1)C (toluene). Yields the product C(C1=CC=CC=C1)N1C(N([C@H]2[C@@H]1CSC2=CCCCC21OC3OC(CC(C2)O3)C1)CC1=CC=CC=C1)=O (cis-1,3-dibenzyl-4-(4-(2,4,10-trioxaadamantyl)-butylidene)-hexahydro-1H-thieno[3,4-d]imidazol-2-one). Yield: 96.3%. Reaction SMILES: [CH2:1]([N:8]1[C@H:12]2[CH2:13][S:14][C:15](O)([CH2:16][CH2:17][CH2:18][CH2:19][C:20]34[CH2:29][CH:24]5[CH2:25][CH:26]([O:28][CH:22]([O:23]5)[O:21]3)[CH2:27]4)[C@H:11]2[N:10]([CH2:31][C:32]2[CH:37]=[CH:36][CH:35]=[CH:34][CH:33]=2)[C:9]1=[O:38])[C:2]1[CH:7]=[CH:6][CH:5]=[CH:4][CH:3]=1.C1(C)C=CC(S(O)(=O)=O)=CC=1>C1(C)C=CC=CC=1>[CH2:1]([N:8]1[C@H:12]2[CH2:13][S:14][C:15](=[CH:16][CH2:17][CH2:18][CH2:19][C:20]34[CH2:29][CH:24]5[CH2:25][CH:26]([O:28][CH:22]([O:23]5)[O:21]3)[CH2:27]4)[C@H:11]2[N:10]([CH2:31][C:32]2[CH:37]=[CH:36][CH:35]=[CH:34][CH:33]=2)[C:9]1=[O:38])[C:2]1[CH:3]=[CH:4][CH:5]=[CH:6][CH:7]=1. Procedure: 910 mg (1.68 mmol) of cis-1,3-dibenzyl-4-hydroxy-4-(4-(2,4,10-trioxaadamantyl)-butyl)-hexahydro-1H-thieno[3,4-d]imidazol-2-one (prepared in accordance with Example 1) are dissolved in 50 ml of toluene and the solution is treated with 20 mg of p-toluenesulphonic acid. The solution is heated to boiling and 20 ml of toluene are distilled off within 1 hour. Thereafter, the solution is evaporated to dryness. The residue remaining is chromatographed on silica gel. Elution with toluene, toluene/ethyl a... Reactants: ClCCl, Nc1ccc(O)cc1, C1COCCO1, O=C(O)CCCCCBr, O=S(Cl)Cl. Product: O=C(CCCCCBr)Nc1ccc(O)cc1. Reaction SMILES: [Cl:22][CH2:23][Cl:24].[NH2:14][c:15]1[cH:16][cH:17][c:18]([OH:19])[cH:20][cH:21]1.[O:25]1[CH2:26][CH2:27][O:28][CH2:29][CH2:30]1.[OH:1][C:2](=[O:3])[CH2:4][CH2:5][CH2:6][CH2:7][CH2:8][Br:9].[S:10]([Cl:11])([Cl:12])=[O:13]>>[C:2](=[O:3])([CH2:4][CH2:5][CH2:6][CH2:7][CH2:8][Br:9])[NH:14][c:15]1[cH:16][cH:17][c:18]([OH:19])[cH:20][cH:21]1. The reactants are C(C)(C)C=1C=C2C=CC=NC2=C(C1)C=1C=C(C=CC1)CC(C#N)C1=CC=C(C=C1)S(=O)(=O)C (3-[3-(6-Isopropyl-quinolin-8-yl)-phenyl]-2-(4-methanesulfonyl-phenyl)-propionitrile), C(CCC)[Sn](CCCC)(CCCC)Cl (tri-n-butyltin chloride), [N-]=[N+]=[N-].[Na+] (sodium azide). The solvent is C=1(C(=CC=CC1)C)C (xylene). Reaction conditions: temperature 21 celsius, time 1 hour. The product is C(C)(C)C=1C=C2C=CC=NC2=C(C1)C1=CC(=CC=C1)CC(C1=NN=NN1)C1=CC=C(C=C1)S(=O)(=O)C (6-Isopropyl-8-{3-[2-(4-methanesulfonyl-phenyl)-2-(1H-tetrazol-5-yl)-ethyl]-phenyl}-quinoline). Reaction SMILES: [CH:1]([C:4]1[CH:5]=[C:6]2[C:11](=[C:12]([C:14]3[CH:15]=[C:16]([CH2:20][CH:21]([C:24]4[CH:29]=[CH:28][C:27]([S:30]([CH3:33])(=[O:32])=[O:31])=[CH:26][CH:25]=4)[C:22]#[N:23])[CH:17]=[CH:18][CH:19]=3)[CH:13]=1)[N:10]=[CH:9][CH:8]=[CH:7]2)([CH3:3])[CH3:2].C([Sn](Cl)(CCCC)CCCC)CCC.[N-:48]=[N+:49]=[N-:50].[Na+]>C1(C)C(C)=CC=CC=1>[CH:1]([C:4]1[CH:5]=[C:6]2[C:11](=[C:12]([C:14]3[CH:19]=[CH:18][CH:17]=[C:16]([CH2:20][CH:21]([C:24]4[CH:25]=[CH:26][C:27]([S:30]([CH3:33])(=[O:32])=[O:31])=[CH:28][CH:29]=4)[C:22]4[NH:50][N:49]=[N:48][N:23]=4)[CH:15]=3)[CH:13]=1)[N:10]=[CH:9][CH:8]=[CH:7]2)([CH3:3])[CH3:2] |f:2.3|. Procedure: A solution of Example 78 (160 mg, 0.35 mmol), tri-n-butyltin chloride (0.478 mL, 1.76 mmol) and sodium azide (115 mg, 1.76 mmol) in xylene (5 mL) was heated at 150° C. for 18 h. Cooling to 21° C., then purification by flash chromatography (eluting with CH2Cl2/MeOH, NH4OH, 50:5:1) followed by stirring vigorously in ether for 1 h, then filtered, afforded the title compound as a white powder. The solvent is CN(C=O)C (dimethylformamide). Reaction conditions: temperature 40 celsius. The product is C(C1=CC=CC=C1)OC1=C2C(=C(NC2=C(C=C1)OC)C)C (4-benzyloxy-2,3-dimethyl-7-methoxyindole). Procedure: 1 mole (229 g) of 3-benzyloxy-6-methoxyaniline is added to 700 ml of dimethylformamide and 0.5 mole (76 g) of 2-bromobutanone. The reaction medium is heated to 40° C. for 2 hours 30 minutes and then to 120° C. for three quarters of an hour. By adding ice and then cooling, an oil is obtained which is decanted and then dissolved in ethyl acetate. After washing with a 2N solution of hydrochloric acid, then with water and evaporation of the ethyl acetate, the desired product is obtained in the form ... RXN SMILES: [CH2:1]([O:8][C:9]1[CH:10]=[C:11]([C:13]([O:16][CH3:17])=[CH:14][CH:15]=1)[NH2:12])[C:2]1[CH:7]=[CH:6][CH:5]=[CH:4][CH:3]=1>CN(C)C=O>[CH2:1]([O:8][C:9]1[CH:15]=[CH:14][C:13]([O:16][CH3:17])=[C:11]2[C:10]=1[C:2]([CH3:1])=[C:3]([CH3:4])[NH:12]2)[C:2]1[CH:3]=[CH:4][CH:5]=[CH:6][CH:7]=1. Reactants: C(C1=CC=CC=C1)OC=1C=C(N)C(=CC1)OC (3-benzyloxy-6-methoxyaniline), 2-bromobutanone. Starting materials: O=C([O-])[O-], CCOC(C)=O, ClCCCOC1CCCCO1, [K+], [K+], CN(C)C=O, COc1cc2c(cc1O)CCC2=O. The product is COc1cc2c(cc1OCCCOC1CCCCO1)CCC2=O. RXN SMILES: [C:25](=[O:26])([O-:27])[O-:28].[CH3:36][CH2:37][O:38][C:39](=[O:40])[CH3:41].[Cl:14][CH2:15][CH2:16][CH2:17][O:18][CH:19]1[O:20][CH2:21][CH2:22][CH2:23][CH2:24]1.[K+:29].[K+:30].[O:31]=[CH:32][N:33]([CH3:34])[CH3:35].[OH:1][c:2]1[cH:3][c:4]2[c:8]([cH:9][c:10]1[O:11][CH3:12])[C:7](=[O:13])[CH2:6][CH2:5]2>>[O:1]([c:2]1[cH:3][c:4]2[c:8]([cH:9][c:10]1[O:11][CH3:12])[C:7](=[O:13])[CH2:6][CH2:5]2)[CH2:15][CH2:16][CH2:17][O:18][CH:19]1[O:20][CH2:21][CH2:22][CH2:23][CH2:24]1. The reactants are Cl.Cl.FC1=CC=C(C=C1)C(C(=O)N1CCN(CC1)CCCCC1=C(C=CC2=CC=CC=C12)OC)C1CCNCC1 (4-(1-(4-Fluorophenyl)-2-{4-[4-(2-methoxynaphthalen-1-yl)butyl]piperazin-1-yl}-2-oxoethyl)piperidine dihydrochloride). Run in [OH-].[Na+] (sodium hydroxide). Reaction conditions: temperature 50 celsius, time 15 minute. The product is FC1=CC=C(C=C1)C(CN1CCN(CC1)CCCCC1=C(C=CC2=CC=CC=C12)OC)C1CCNCC1 (1-[2-(4-fluorophenyl)-2-piperidin-4-yl-ethyl]-4-[4-(2-methoxynaphthalen-1-yl)butyl]piperazine). Isolated yield 101.6%. As a reaction SMILES: Cl.Cl.[F:3][C:4]1[CH:9]=[CH:8][C:7]([CH:10]([CH:35]2[CH2:40][CH2:39][NH:38][CH2:37][CH2:36]2)[C:11]([N:13]2[CH2:18][CH2:17][N:16]([CH2:19][CH2:20][CH2:21][CH2:22][C:23]3[C:32]4[C:27](=[CH:28][CH:29]=[CH:30][CH:31]=4)[CH:26]=[CH:25][C:24]=3[O:33][CH3:34])[CH2:15][CH2:14]2)=O)=[CH:6][CH:5]=1>[OH-].[Na+]>[F:3][C:4]1[CH:9]=[CH:8][C:7]([CH:10]([CH:35]2[CH2:36][CH2:37][NH:38][CH2:39][CH2:40]2)[CH2:11][N:13]2[CH2:18][CH2:17][N:16]([CH2:19][CH2:20][CH2:21][CH2:22][C:23]3[C:32]4[C:27](=[CH:28][CH:29]=[CH:30][CH:31]=4)[CH:26]=[CH:25][C:24]=3[O:33][CH3:34])[CH2:15][CH2:14]2)=[CH:6][CH:5]=1 |f:0.1.2,3.4|. Procedure details: 0.15 g of 4-(1-(4-Fluorophenyl)-2-{4-[4-(2-methoxynaphthalen-1-yl)butyl]piperazin-1-yl}-2-oxoethyl)piperidine dihydrochloride was dissolved in 1M aqueous sodium hydroxide solution and extracted with chloroform. The organic layer was dried over anhydrous sodium sulfate. After removal of the drying agent by filtration, the filtrate was concentrated under reduced pressure. The residue was dissolved in 5 ml of tetrahydrofuran, and 10 mg lithium aluminum hydride was added, followed by stirring at 50°...